This data is from the Open Reaction Database (ORD), a public repository of structured organic reaction records. The task is: describe an organic reaction: reactants, conditions, products, and yield Reactants: [BH4-], CCCc1nc(CC)n(-c2ccc(OC3CCC(C(=O)OCC)CC3)cc2)c(=O)c1Cc1ccc(-c2ccccc2C#N)cc1, CCO, CCOC(C)=O, [Ca+2], [Cl-], [Cl-], Cl, [Na+], C1CCOC1. Yields the product CCCc1nc(CC)n(-c2ccc(OC3CCC(CO)CC3)cc2)c(=O)c1Cc1ccc(-c2ccccc2C#N)cc1. RXN SMILES: [BH4-:1].[C:6](#[N:7])[c:8]1[c:9](-[c:14]2[cH:15][cH:16][c:17]([CH2:20][c:21]3[c:22]([CH2:48][CH2:49][CH3:50])[n:23][c:24]([CH2:46][CH3:47])[n:25](-[c:28]4[cH:29][cH:30][c:31]([O:32][CH:33]5[CH2:34][CH2:35][CH:36]([C:39](=[O:40])[O:41][CH2:42][CH3:43])[CH2:37][CH2:38]5)[cH:44][cH:45]4)[c:26]3=[O:27])[cH:18][cH:19]2)[cH:10][cH:11][cH:12][cH:13]1.[CH3:51][CH2:52][OH:53].[CH3:59][CH2:60][O:61][C:62](=[O:63])[CH3:64].[Ca+2:5].[Cl-:3].[Cl-:4].[ClH:65].[Na+:2].[O:54]1[CH2:55][CH2:56][CH2:57][CH2:58]1>>[C:6](#[N:7])[c:8]1[c:9](-[c:14]2[cH:15][cH:16][c:17]([CH2:20][c:21]3[c:22]([CH2:48][CH2:49][CH3:50])[n:23][c:24]([CH2:46][CH3:47])[n:25](-[c:28]4[cH:29][cH:30][c:31]([O:32][CH:33]5[CH2:34][CH2:35][CH:36]([CH2:39][OH:40])[CH2:37][CH2:38]5)[cH:44][cH:45]4)[c:26]3=[O:27])[cH:18][cH:19]2)[cH:10][cH:11][cH:12][cH:13]1. The product is CCOC(=O)C=Cc1ccc(OCc2ccccc2)c(C2CCCC2)c1. RXN SMILES: [CH2:1]([c:2]1[cH:3][cH:4][cH:5][cH:6][cH:7]1)[O:8][c:9]1[c:10]([CH:17]2[CH2:18][CH2:19][CH2:20][CH2:21]2)[cH:11][c:12]([CH:13]=[O:14])[cH:15][cH:16]1.[Cl:47][CH2:48][Cl:49].[c:22]1([P:23]([c:24]2[cH:25][cH:26][cH:27][cH:28][cH:35]2)(=[CH:29][C:30](=[O:31])[O:32][CH2:33][CH3:34])[c:36]2[cH:37][cH:38][cH:39][cH:40][cH:41]2)[cH:42][cH:43][cH:44][cH:45][cH:46]1>>[CH2:1]([c:2]1[cH:3][cH:4][cH:5][cH:6][cH:7]1)[O:8][c:9]1[c:10]([CH:17]2[CH2:18][CH2:19][CH2:20][CH2:21]2)[cH:11][c:12]([CH:13]=[CH:29][C:30](=[O:31])[O:32][CH2:33][CH3:34])[cH:15][cH:16]1. Reactants: O=Cc1ccc(OCc2ccccc2)c(C2CCCC2)c1, ClCCl, CCOC(=O)C=P(c1ccccc1)(c1ccccc1)c1ccccc1.